Dataset: the Open Reaction Database (ORD), a public repository of structured organic reaction records. Task: describe an organic reaction: reactants, conditions, products, and yield The reactants are CC=1C(=NC(=NC1C)NC1=CC=C(C=C1)F)N1C(C2=CC=CC=C2CC1)C (5,6-dimethyl-2-(4-fluorophenylamino)-4-(1-methyl- 1,2,3,4-tetrahydroisoquinolin-2-yl)pyrimidine), C(CCC)O (n-butanol), CC1NCCC2=CC=CC=C12 (1-methyl-1,2,3,4-tetrahydroisoquinoline), ClC1=NC(=NC(=C1C)C)NC1=CC=C(C=C1)F (4-chloro-2-(4-fluorophenylamino)-5,6-dimethylpyrimidine). Run in C(CO)O (ethylene glycol). Yields the product Cl.CC=1C(=NC(=NC1C)NC1=CC=C(C=C1)F)N1C(C2=CC=CC=C2CC1)C (5,6-dimethyl-2-(4-fluorophenylamino)-4-(1-methyl-1,2,3,4-tetrahydroisoquinolin-2-yl)pyrimidine hydrochloride). The yield is 76.5%. As a reaction SMILES: C(O)CCC.CC1C2C(=CC=CC=2)CCN1.[Cl:17]C1C(C)=C(C)N=C(NC2C=CC(F)=CC=2)N=1.[CH3:34][C:35]1[C:36]([N:50]2[CH2:59][CH2:58][C:57]3[C:52](=[CH:53][CH:54]=[CH:55][CH:56]=3)[CH:51]2[CH3:60])=[N:37][C:38]([NH:42][C:43]2[CH:48]=[CH:47][C:46]([F:49])=[CH:45][CH:44]=2)=[N:39][C:40]=1[CH3:41]>C(O)CO>[ClH:17].[CH3:34][C:35]1[C:36]([N:50]2[CH2:59][CH2:58][C:57]3[C:52](=[CH:53][CH:54]=[CH:55][CH:56]=3)[CH:51]2[CH3:60])=[N:37][C:38]([NH:42][C:43]2[CH:48]=[CH:47][C:46]([F:49])=[CH:45][CH:44]=2)=[N:39][C:40]=1[CH3:41] |f:5.6|. Procedure details: 110 ml of n-butanol, 240 ml of triethylanmine and 236 g (1.60 mmole) of 1-methyl-1,2,3,4-tetrahydroisoquinoline were added to 600 ml of ethylene glycol. 400 g (1.59 mmole) of 4-chloro-2-(4-fluorophenylamino)-5,6-dimethylpyrimidine was added thereto and then reacted at 140° C. for 48 hours to prepare 5,6-dimethyl-2-(4-fluorophenylamino)-4-(1-methyl- 1,2,3,4-tetrahydroisoquinolin-2-yl)pyrimidine. This product was treated according to the procedure detailed in Example 14 to obtain 485 g of purified... Starting materials: COc1cc2c(cc1OC)CN(C(=O)C1CCN(C(=O)OC(C)(C)C)CC1)CC2, CCOC(C)=O, Cl. Product: COc1cc2c(cc1OC)CN(C(=O)C1CCNCC1)CC2. RXN SMILES: [C:2]([O:3][C:4](=[O:5])[N:9]1[CH2:10][CH2:11][CH:12]([C:15](=[O:16])[N:17]2[CH2:18][c:19]3[cH:20][c:21]([O:29][CH3:30])[c:22]([O:27][CH3:28])[cH:23][c:24]3[CH2:25][CH2:26]2)[CH2:13][CH2:14]1)([CH3:6])([CH3:7])[CH3:8].[CH3:31][CH2:32][O:33][C:34](=[O:35])[CH3:36].[ClH:1]>>[NH:9]1[CH2:10][CH2:11][CH:12]([C:15](=[O:16])[N:17]2[CH2:18][c:19]3[cH:20][c:21]([O:29][CH3:30])[c:22]([O:27][CH3:28])[cH:23][c:24]3[CH2:25][CH2:26]2)[CH2:13][CH2:14]1. Starting materials: C(C)(=O)[O-] (acetate), O.O.O.O.O.O.O.O.[OH-].[Ba+2].[OH-] (barium hydroxide octahydrate), amine, C(C1=CC=CC=C1)(=O)[C@@]([C@@](C(=O)O)(O)C(C1=CC=CC=C1)=O)(O)C(=O)O (dibenzoyl-D-tartaric acid), C(=O)=O (carbon dioxide), C(C)#N (acetonitrile). The solvent is O (water), C(C)O (ethanol). The product is C(C1=CC=CC=C1)(=O)[C@@]([C@@](C(=O)O)(O)C(C1=CC=CC=C1)=O)(O)C(=O)O.N[C@H]1C=C[C@H](C1)CO ((1S,4R)-4-Amino-2-cyclopentene-1-methanol dibenzoyl-D-tartrate). As a reaction SMILES: C([O-])(=O)C.O.O.O.O.O.O.O.O.[OH-].[Ba+2].[OH-].C(=O)=O.[C:19]([C@:27]([C:42]([OH:44])=[O:43])([OH:41])[C@:28]([C:33](=[O:40])[C:34]1[CH:39]=[CH:38][CH:37]=[CH:36][CH:35]=1)([OH:32])[C:29]([OH:31])=[O:30])(=[O:26])[C:20]1[CH:25]=[CH:24][CH:23]=[CH:22][CH:21]=1.[C:45](#[N:47])[CH3:46]>O.C(O)C>[C:33]([C@:28]([C:29]([OH:31])=[O:30])([OH:32])[C@:27]([C:19](=[O:26])[C:20]1[CH:25]=[CH:24][CH:23]=[CH:22][CH:21]=1)([OH:41])[C:42]([OH:44])=[O:43])(=[O:40])[C:34]1[CH:39]=[CH:38][CH:37]=[CH:36][CH:35]=1.[NH2:47][C@@H:45]1[CH2:25][C@H:20]([CH2:19][OH:26])[CH:21]=[CH:46]1 |f:1.2.3.4.5.6.7.8.9.10.11,17.18|. Procedure: (±)-cis-4-Acetamidocyclopent-2-enemethyl acetate [U.S. Pat. No. 4,268,672] (14.88 g, 0.073 mol) and barium hydroxide octahydrate (46.19 g), 0.146 mol) were refluxed in water (300 ml) under nitrogen for 18 hours. The resulting solution was neutralised with carbon dioxide. The precipitate was washed with water, then ethanol. The combined filtrate was evaporated to a syrup, (acetic acid salt of (±)-4-amino-2-cyclopentene-1-methanol) which converted to free amine by stirring with an excess of Amberl... Reactants: C(C)(C)(C)C1CCC(CC1)OC=1C=C2C=CC(=CC2=CC1)CN1CCC(CC1)(C(=O)O)CC (1-[6-(4-tert-Butyl-cyclohexyloxy)-naphthalen-2-ylmethyl]-4-ethyl-piperidine-4-carboxylic acid), C(C)(=O)O (acetic acid), CO (Methanol), C1(=CC=CC=C1)C1(CCNCC1)C(=O)O (4-Phenyl-piperidine-4-carboxylic acid), C(C)(C)(C)C1CCC(CC1)OC=1C=C2C=CC(=CC2=CC1)C=O (6-(4-tert-Butyl-cyclohexyloxy)-naphthalene-2-carbaldehyde), C(#N)[BH3-].[Na+] (sodium cyanoborohydride). The yield is 5.0%. Reported procedure: The compound was prepared in a manner similar as to that described for 1-[6-(4-tert-Butyl-cyclohexyloxy)-naphthalen-2-ylmethyl]-4-ethyl-piperidine-4-carboxylic acid using 4-Phenyl-piperidine-4-carboxylic acid (0.198 g, 0.967 mmol), 6-(4-tert-Butyl-cyclohexyloxy)-naphthalene-2-carbaldehyde (0.250 g, 0.805 mmol), acetic acid (0.16 mL, 2.8 mmol), Methanol (1.6 mL, 4.0E1 mmol) and sodium cyanoborohydride (75.314 mg, 1.1985 mmol) to give 21 mg of the title compound as a white solid (5%). ESI-LCMS (50... The product is C(C)(C)(C)C1CCC(CC1)OC=1C=C2C=CC(=CC2=CC1)CN1CCC(CC1)(C(=O)O)C1=CC=CC=C1 (1-[6-(4-tert-Butyl-cyclohexyloxy)-naphthalen-2-ylmethyl]-4-phenyl-piperidine-4-carboxylic acid). RXN SMILES: [C:1]([CH:5]1[CH2:10][CH2:9][CH:8]([O:11][C:12]2[CH:13]=[C:14]3[C:19](=[CH:20][CH:21]=2)[CH:18]=[C:17]([CH2:22][N:23]2[CH2:28][CH2:27][C:26]([CH2:32][CH3:33])([C:29]([OH:31])=[O:30])[CH2:25][CH2:24]2)[CH:16]=[CH:15]3)[CH2:7][CH2:6]1)([CH3:4])([CH3:3])[CH3:2].[C:34]1(C2(C(O)=O)CCNCC2)[CH:39]=CC=[CH:36][CH:35]=1.C(C1CCC(OC2C=C3C(=CC=2)C=C(C=O)C=C3)CC1)(C)(C)C.C(O)(=O)C.CO.C([BH3-])#N.[Na+]>>[C:1]([CH:5]1[CH2:6][CH2:7][CH:8]([O:11][C:12]2[CH:13]=[C:14]3[C:19](=[CH:20][CH:21]=2)[CH:18]=[C:17]([CH2:22][N:23]2[CH2:24][CH2:25][C:26]([C:32]4[CH:36]=[CH:35][CH:34]=[CH:39][CH:33]=4)([C:29]([OH:31])=[O:30])[CH2:27][CH2:28]2)[CH:16]=[CH:15]3)[CH2:9][CH2:10]1)([CH3:4])([CH3:3])[CH3:2] |f:5.6|. The reactants are FC1=CC(=C(C=C1C(C)C)C1=C(C=C2C(CCC2=C1)=O)C(=O)OC)OC (methyl 6-(4-fluoro-5-isopropyl-2-methoxyphenyl)-3-oxoindane-5-carboxylate), C[Mg]Cl (MeMgCl). Solvent: CCCCCCC (heptane), C1CCOC1 (THF), C1CCOC1 (THF). Run at temperature -20 celsius, time 2 hour. The product is FC1=CC(=C(C=C1C(C)C)C1=C(C=C2C(CCC2=C1)(C)O)C(=O)OC)OC (methyl 6-(4-fluoro-5-isopropyl-2-methoxyphenyl)-3-hydroxy-3-methylindane-5-carboxylate). RXN SMILES: [F:1][C:2]1[C:7]([CH:8]([CH3:10])[CH3:9])=[CH:6][C:5]([C:11]2[CH:19]=[C:18]3[C:14]([C:15](=[O:20])[CH2:16][CH2:17]3)=[CH:13][C:12]=2[C:21]([O:23][CH3:24])=[O:22])=[C:4]([O:25][CH3:26])[CH:3]=1.[CH3:27][Mg]Cl>CCCCCCC.C1COCC1>[F:1][C:2]1[C:7]([CH:8]([CH3:9])[CH3:10])=[CH:6][C:5]([C:11]2[CH:19]=[C:18]3[C:14]([C:15]([OH:20])([CH3:27])[CH2:16][CH2:17]3)=[CH:13][C:12]=2[C:21]([O:23][CH3:24])=[O:22])=[C:4]([O:25][CH3:26])[CH:3]=1. Reported procedure: To a solution of methyl 6-(4-fluoro-5-isopropyl-2-methoxyphenyl)-3-oxoindane-5-carboxylate (45.9 mg, 0.129 mmol) in heptane (1 mL) and THF (1 mL) at −20° C. under N2, was added dropwise 3N MeMgCl in THF (86 uL, 0.258 mmol). The reaction mixture was stirred at −20° C. for 2 h. The mixture was quenched with sat. aq. NH4Cl and extracted with EtOAc (3×). The combined organic layers were washed with brine, dried (Na2SO4) and concentrated in vacuo. The residue was purified by flash chromatography on s... The reactants are BrCC1=CC=CC2=C1SC=C2C2=CC=CC=C2 (7-Bromomethyl-3-phenylbenzo[b]thiophene), C1N2CN3CN1CN(C2)C3 (hexamine), C(C)(=O)O (acetic acid), Cl (hydrochloric acid). Solvent: O (water), O (water). Reaction conditions: time 3.5 hour. Yields the product C1(=CC=CC=C1)C=1C2=C(SC1)C(=CC=C2)C=O (3-phenylbenzo[b]thiophene-7-carboxaldehyde). As a reaction SMILES: Br[CH2:2][C:3]1[C:8]2[S:9][CH:10]=[C:11]([C:12]3[CH:17]=[CH:16][CH:15]=[CH:14][CH:13]=3)[C:7]=2[CH:6]=[CH:5][CH:4]=1.C1N2CN3CN(C2)CN1C3.Cl.C(O)(=[O:31])C>O>[C:12]1([C:11]2[C:7]3[CH:6]=[CH:5][CH:4]=[C:3]([CH:2]=[O:31])[C:8]=3[S:9][CH:10]=2)[CH:17]=[CH:16][CH:15]=[CH:14][CH:13]=1. Procedure details: 7-Bromomethyl-3-phenylbenzo[b]thiophene (13.5 g; 44.6 mmole) was added to a solution of hexamine (14.0 g; 0.1 mole) in a mixture of acetic acid (50 ml) and water (25 ml) and the mixture refluxed with stirring for 3.5 hours. Concentrated hydrochloric acid (25 ml) was added and the mixture refluxed for a further 20 minutes. The solution was cooled, poured into water and extracted with diethyl ether. The combined ether extracts were dried over magnesium sulphate and evaporated. The crude product wa... The reactants are solution, C[Li] (methyllithium), FC(C=1C=C(C(=O)O)C=C(C1)C(F)(F)F)(F)F (3,5-bis(trifluoromethyl)benzoic acid), C[Li] (methyllithium), C1CCOC1 (THF), O (H2O). Solvent: C(C)OCC (diethyl ether). Run at time 5 hour. Product: FC(C=1C=C(C=C(C1)C(F)(F)F)C(C)=O)(F)F (1-(3,5-bis(trifluoromethyl)phenyl)ethanone). Reaction SMILES: [F:1][C:2]([F:17])([F:16])[C:3]1[CH:4]=[C:5]([CH:9]=[C:10]([C:12]([F:15])([F:14])[F:13])[CH:11]=1)[C:6]([OH:8])=O.[CH2:18]1COCC1.C[Li].O>C(OCC)C>[F:16][C:2]([F:1])([F:17])[C:3]1[CH:4]=[C:5]([C:6](=[O:8])[CH3:18])[CH:9]=[C:10]([C:12]([F:15])([F:14])[F:13])[CH:11]=1. Procedure details: 5.16 g (20 mmol) of 3,5-bis(trifluoromethyl)benzoic acid were dissolved in 100 ml of abs. THF and admixed at 0° C. with 31.25 ml of a 1.6 M solution of methyllithium in diethyl ether. After the mixture had been stirred at room temperature for 5 hours, excess methyllithium was hydrolyzed by adding H2O and the solvent was removed in vacuo. The residue was taken up in dichloromethane and washed with saturated NaHCO3 solution. The organic phase was removed, dried over MgSO4 and concentrated. Chromat... Starting materials: C(C)OC(CCCN1CN(C2(C1=O)CCN(CC2)C(=O)OC(C)(C)C)C2=CC=CC=C2)=O (tert-butyl 3-(4-ethoxy-4-oxobutyl)-4-oxo-1-phenyl-1,3,8-triazaspiro[4.5]decane-8-carboxylate), solution, Cl (HCl). The solvent is O1CCOCC1 (dioxane). Conditions: time 2 hour. Yields the product O=C1N(CN(C12CCNCC2)C2=CC=CC=C2)CCCC(=O)OCC (ethyl 4-(4-oxo-1-phenyl-1,3,8-triazaspiro[4.5]decan-3-yl)butanoate), hydrochloride salt. As a reaction SMILES: [CH2:1]([O:3][C:4](=[O:32])[CH2:5][CH2:6][CH2:7][N:8]1[C:12](=[O:13])[C:11]2([CH2:18][CH2:17][N:16](C(OC(C)(C)C)=O)[CH2:15][CH2:14]2)[N:10]([C:26]2[CH:31]=[CH:30][CH:29]=[CH:28][CH:27]=2)[CH2:9]1)[CH3:2].Cl>O1CCOCC1>[O:13]=[C:12]1[C:11]2([CH2:14][CH2:15][NH:16][CH2:17][CH2:18]2)[N:10]([C:26]2[CH:31]=[CH:30][CH:29]=[CH:28][CH:27]=2)[CH2:9][N:8]1[CH2:7][CH2:6][CH2:5][C:4]([O:3][CH2:1][CH3:2])=[O:32]. Procedure: To tert-butyl 3-(4-ethoxy-4-oxobutyl)-4-oxo-1-phenyl-1,3,8-triazaspiro[4.5]decane-8-carboxylate (0.09 g, 0.2 mmol) was added 4M solution of HCl in dioxane (2 mL). After stirring at room temperature for 2 hours, the reaction mixture was concentrated in vacuo to obtain ethyl 4-(4-oxo-1-phenyl-1,3,8-triazaspiro[4.5]decan-3-yl)butanoate as a hydrochloride salt. Starting materials: crude material, [BH-](OC(=O)C)(OC(=O)C)OC(=O)C.[Na+] (Na(OAc)3BH), Br.OC1=CC=C(CN)C=C1 (p-Hydroxybenzylamine-hydrobromide), [OH-].[Na+] (NaOH), NaH2PO4, CS(=O)C (DMSO), OCCCN1C(N(CC1)CCCN1CCC(CC1)OC(NC1=C(C=CC=C1)C1=CC=CC=C1)=O)=O (Biphenyl-2-ylcarbamic acid 1-{3-[3-(3-hydroxylpropyl)-2-oxoimidazolidin-1-yl]propyl}piperidin-4-yl ester), CCN(C(C)C)C(C)C (DIPEA). The solvent is C(Cl)Cl (DCM), C(Cl)Cl (DCM). Reaction conditions: temperature -15 celsius, time 5 minute. Product: OC1=CC=C(CNCCCN2C(N(CC2)CCCN2CCC(CC2)OC(NC2=C(C=CC=C2)C2=CC=CC=C2)=O)=O)C=C1 (Biphenyl-2-ylcarbamic Acid 1-(3-{3-[3-(4-Hydroxybenzylamino)propyl]-2-oxoimidazolidin-1-yl}propyl)piperidin-4-yl Ester). Yield: 40.0%. RXN SMILES: O[CH2:2][CH2:3][CH2:4][N:5]1[CH2:9][CH2:8][N:7]([CH2:10][CH2:11][CH2:12][N:13]2[CH2:18][CH2:17][CH:16]([O:19][C:20](=[O:34])[NH:21][C:22]3[CH:27]=[CH:26][CH:25]=[CH:24][C:23]=3[C:28]3[CH:33]=[CH:32][CH:31]=[CH:30][CH:29]=3)[CH2:15][CH2:14]2)[C:6]1=[O:35].CS(C)=O.CCN(C(C)C)C(C)C.Br.[OH:50][C:51]1[CH:58]=[CH:57][C:54]([CH2:55][NH2:56])=[CH:53][CH:52]=1.[BH-](OC(C)=O)(OC(C)=O)OC(C)=O.[Na+].[OH-].[Na+]>C(Cl)Cl>[OH:50][C:51]1[CH:58]=[CH:57][C:54]([CH2:55][NH:56][CH2:2][CH2:3][CH2:4][N:5]2[CH2:9][CH2:8][N:7]([CH2:10][CH2:11][CH2:12][N:13]3[CH2:14][CH2:15][CH:16]([O:19][C:20](=[O:34])[NH:21][C:22]4[CH:27]=[CH:26][CH:25]=[CH:24][C:23]=4[C:28]4[CH:33]=[CH:32][CH:31]=[CH:30][CH:29]=4)[CH2:17][CH2:18]3)[C:6]2=[O:35])=[CH:53][CH:52]=1 |f:3.4,5.6,7.8|. Reported procedure: Biphenyl-2-ylcarbamic acid 1-{3-[3-(3-hydroxylpropyl)-2-oxoimidazolidin-1-yl]propyl}piperidin-4-yl ester (5.2 g, 10.8 mmol, 1.0 eq; prepared as described in Preparation 4) was dissolved in DCM (120 mL) and cooled to −15° C. DMSO (7.6 mL, 108.3 mmol, 10 eq) was added, followed by DIPEA (9.4 mL, 54.1 mmol, 5 eq). After 5 minutes of stirring, pyridine-sulfur trioxide complex (8.6 g, 54.1 mmol, 5 eq) was added in one portion as a solid. The reaction was stirred for two hours, during which it was per... Reactants: C(C)(C)(C)O[C@H](C(=O)O)C1=C(C2=C(N=C(S2)N2CC(OCC2)(C)C2=CC=C(C=C2)Cl)C=C1C)C1=CC=C(C=C1)Cl ((2S)-2-tert-butoxy-2-(7-(4-chlorophenyl)-2-(2-(4-chlorophenyl)-2-methylmorpholino)-5-methylbenzo[d]thiazol-6-yl)acetic acid), CN1N=CC2=CC(=CC=C12)C1CNCCO1 (2-(1-methyl-1H-indazol-5-yl)morpholine). Product: C(C)(C)(C)O[C@H](C(=O)O)C1=C(C2=C(N=C(S2)N2CC(OCC2)C=2C=C3C=NN(C3=CC2)C)C=C1C)C1=CC=C(C=C1)Cl ((2S)-2-tert-butoxy-2-(7-(4-chlorophenyl)-5-methyl-2-(2-(1-methyl-1H-indazol-5-yl)morpholino)benzo[d]thiazol-6-yl)acetic acid). RXN SMILES: [C:1]([O:5][C@@H:6]([C:10]1[C:32]([CH3:33])=[CH:31][C:13]2[N:14]=[C:15]([N:17]3[CH2:22][CH2:21][O:20][C:19]([C:24]4[CH:29]=[CH:28][C:27](Cl)=[CH:26][CH:25]=4)(C)[CH2:18]3)[S:16][C:12]=2[C:11]=1[C:34]1[CH:39]=[CH:38][C:37]([Cl:40])=[CH:36][CH:35]=1)[C:7]([OH:9])=[O:8])([CH3:4])([CH3:3])[CH3:2].[CH3:41][N:42]1C2C(=CC(C3OCCNC3)=CC=2)[CH:44]=[N:43]1>>[C:1]([O:5][C@@H:6]([C:10]1[C:32]([CH3:33])=[CH:31][C:13]2[N:14]=[C:15]([N:17]3[CH2:22][CH2:21][O:20][CH:19]([C:24]4[CH:25]=[C:26]5[C:27](=[CH:28][CH:29]=4)[N:43]([CH3:44])[N:42]=[CH:41]5)[CH2:18]3)[S:16][C:12]=2[C:11]=1[C:34]1[CH:39]=[CH:38][C:37]([Cl:40])=[CH:36][CH:35]=1)[C:7]([OH:9])=[O:8])([CH3:4])([CH3:3])[CH3:2]. Procedure details: (2S)-2-tert-butoxy-2-(7-(4-chlorophenyl)-5-methyl-2-(2-(1-methyl-1H-indazol-5-yl)morpholino)benzo[d]thiazol-6-yl)acetic acid was prepared using the similar procedure as (2S)-2-tert-butoxy-2-(7-(4-chlorophenyl)-2-(2-(4-chlorophenyl)-2-methylmorpholino)-5-methylbenzo[d]thiazol-6-yl)acetic acid except 2-(1-methyl-1H-indazol-5-yl)morpholine was used instead of 2-(4-chlorophenyl)-2-methylmorpholine. LCMS-ESI+: calc'd for C32H33ClN4O4S: 605.2, 607.2 (M+H+); found: 605.3, 607.3 (M+H+). 1H-NMR: 400 MHz,...